Dataset: the Open Reaction Database (ORD), a public repository of structured organic reaction records. Task: describe an organic reaction: reactants, conditions, products, and yield The reactants are ice water, C(C=CC1=CC=CC=C1)Br (cinnamyl bromide), C(C)(=O)NC(C(=O)OCC)C(=O)OCC (diethyl 2-acetamidomalonate), [O-]CC.[Na+] (sodium ethoxide). Solvent: C(C)O (ethanol). Yields the product C(C)(=O)NC(C(=O)OCC)(C(=O)OCC)CC=CC1=CC=CC=C1 (diethyl 2-acetamido-2-(3-phenyl-2-propenyl)malonate). The yield is 32.2%. As a reaction SMILES: [CH2:1](Br)[CH:2]=[CH:3][C:4]1[CH:9]=[CH:8][CH:7]=[CH:6][CH:5]=1.[C:11]([NH:14][CH:15]([C:21]([O:23][CH2:24][CH3:25])=[O:22])[C:16]([O:18][CH2:19][CH3:20])=[O:17])(=[O:13])[CH3:12].[O-]CC.[Na+]>C(O)C>[C:11]([NH:14][C:15]([CH2:1][CH:2]=[CH:3][C:4]1[CH:9]=[CH:8][CH:7]=[CH:6][CH:5]=1)([C:21]([O:23][CH2:24][CH3:25])=[O:22])[C:16]([O:18][CH2:19][CH3:20])=[O:17])(=[O:13])[CH3:12] |f:2.3|. Procedure details: A solution of 5.42 g of cinnamyl bromide, 5.43 g of diethyl 2-acetamidomalonate and 1.87 g of sodium ethoxide in 70 ml of ethanol was refluxed under heating for 2 hours under a nitrogen atmosphere. The mixture was poured into 200 ml of ice water and extracted with ethyl acetate. The extract was dried over anhydrous sodium sulfate and the solvent was distilled away. The residue was purified by silica gel chromatography (ethyl acetate:hexane=1:10-1:3) to give 2.68 g of diethyl 2-acetamido-2-(3-phe... The reactants are CN(C)CCn1ccc2ccc(Br)cc21, CC(=O)[O-], CC(=O)[O-], CC(C)(C)[O-], NC1CCNC1, [Na+], O, [Pd+2], Cc1ccccc1C. Product: CN(C)CCn1ccc2ccc(N3CCC(N)C3)cc21. Reaction SMILES: [Br:1][c:2]1[cH:3][cH:4][c:5]2[cH:6][cH:7][n:8]([CH2:11][CH2:12][N:13]([CH3:14])[CH3:15])[c:9]2[cH:10]1.[C:37]([O-:38])(=[O:39])[CH3:40].[C:42]([O-:43])(=[O:44])[CH3:45].[CH3:22][C:23]([CH3:24])([O-:25])[CH3:26].[NH2:16][CH:17]1[CH2:18][NH:19][CH2:20][CH2:21]1.[Na+:27].[OH2:28].[Pd+2:41].[c:29]1([CH3:30])[c:31]([CH3:32])[cH:33][cH:34][cH:35][cH:36]1>>[c:2]1([N:19]2[CH2:18][CH:17]([NH2:16])[CH2:21][CH2:20]2)[cH:3][cH:4][c:5]2[cH:6][cH:7][n:8]([CH2:11][CH2:12][N:13]([CH3:14])[CH3:15])[c:9]2[cH:10]1. Reactants: C(C)(=O)C=1C(=CC(=C(C1)NC(=O)N1CCN(CC1)C1=CC(=CC(=C1)OC)OC)OC)C (1-[(5-Acetyl-2-methoxy-4-methylphenyl)aminocarbonyl]-4-(3,5-dimethoxyphenyl)piperazine), [BH4-].[Na+] (sodium borohydride). Run in C(C)O (ethanol). Reaction conditions: time 2 hour. Yields the product OC(C)C=1C(=CC(=C(C1)NC(=O)N1CCN(CC1)C1=CC(=CC(=C1)OC)OC)OC)C (1-{[5-(1-Hydroxyethyl)-2-methoxy-4-methylphenyl]aminocarbonyl}-4-(3,5-dimethoxyphenyl)piperazine). The yield is 96.0%. RXN SMILES: [C:1]([C:4]1[C:5]([CH3:31])=[CH:6][C:7]([O:29][CH3:30])=[C:8]([NH:10][C:11]([N:13]2[CH2:18][CH2:17][N:16]([C:19]3[CH:24]=[C:23]([O:25][CH3:26])[CH:22]=[C:21]([O:27][CH3:28])[CH:20]=3)[CH2:15][CH2:14]2)=[O:12])[CH:9]=1)(=[O:3])[CH3:2].[BH4-].[Na+]>C(O)C>[OH:3][CH:1]([C:4]1[C:5]([CH3:31])=[CH:6][C:7]([O:29][CH3:30])=[C:8]([NH:10][C:11]([N:13]2[CH2:18][CH2:17][N:16]([C:19]3[CH:24]=[C:23]([O:25][CH3:26])[CH:22]=[C:21]([O:27][CH3:28])[CH:20]=3)[CH2:15][CH2:14]2)=[O:12])[CH:9]=1)[CH3:2] |f:1.2|. Procedure: 1-[(5-Acetyl-2-methoxy-4-methylphenyl)aminocarbonyl]-4-(3,5-dimethoxyphenyl)piperazine(0.2 g, 0.47 mmol) was dissolved in anhydrous ethanol(15 ml), and sodium borohydride(17 mg) was added thereto, and then the resulting mixture was stirred at room temperature for 2 hours, concentrated under the reduced pressure to remove ethanol, and purified by column chromatography(ethylacetate:hexane=1:2) to obtain the titled compound. Starting materials: O=C(c1ncc[nH]1)c1ncc[nH]1, CC(C)(C)OC(=O)N1CCC(C(=O)O)CC1, ClCCl, O, NN=C(N)c1ccccn1. Yields the product CC(C)(C)OC(=O)N1CCC(C(=O)NN=C(N)c2ccccn2)CC1. As a reaction SMILES: [C:17]([c:18]1[nH:19][cH:20][cH:21][n:22]1)([c:23]1[nH:24][cH:25][cH:26][n:27]1)=[O:28].[C:1]([CH3:2])([CH3:3])([CH3:4])[O:5][C:6](=[O:7])[N:8]1[CH2:9][CH2:10][CH:11]([C:14](=[O:15])[OH:16])[CH2:12][CH2:13]1.[Cl:39][CH2:40][Cl:41].[OH2:42].[n:29]1[c:30]([C:35]([NH2:36])=[N:37][NH2:38])[cH:31][cH:32][cH:33][cH:34]1>>[C:1]([CH3:2])([CH3:3])([CH3:4])[O:5][C:6](=[O:7])[N:8]1[CH2:9][CH2:10][CH:11]([C:14](=[O:16])[NH:38][N:37]=[C:35]([c:30]2[n:29][cH:34][cH:33][cH:32][cH:31]2)[NH2:36])[CH2:12][CH2:13]1. Reagents/catalysts: C(C)(=O)[O-].[Pd+2].C(C)(=O)[O-] (Palladium (II) acetate). Solvent: CC(=O)N(C)C (dimethylacetamide). Reactants: C(=C)C=1C=CC(=C(C(=O)OCC(C)C)C1)O (isobutyl 5-ethenyl-2-hydroxybenzoate), IC1=CC=C(C=C1)S(=O)(=O)NC1=NC=CC=C1 (4-iodo-N-2-pyridinylbenzenesulfonamide), C(CCC)N(CCCC)CCCC (tributylamine). The product is OC1=C(C(=O)OCC(C)C)C=C(C=C1)C=CC1=CC=C(C=C1)S(=O)(=O)NC1=NC=CC=C1 (Isobutyl 2-hydroxy-5-[2-[4-[(2-pyridinylamino)sulfonyl]phenyl]ethenyl]benzoate). RXN SMILES: [CH:1]([C:3]1[CH:4]=[CH:5][C:6]([OH:16])=[C:7]([CH:15]=1)[C:8]([O:10][CH2:11][CH:12]([CH3:14])[CH3:13])=[O:9])=[CH2:2].I[C:18]1[CH:23]=[CH:22][C:21]([S:24]([NH:27][C:28]2[CH:33]=[CH:32][CH:31]=[CH:30][N:29]=2)(=[O:26])=[O:25])=[CH:20][CH:19]=1.C(N(CCCC)CCCC)CCC>CC(N(C)C)=O.C([O-])(=O)C.[Pd+2].C([O-])(=O)C>[OH:16][C:6]1[CH:5]=[CH:4][C:3]([CH:1]=[CH:2][C:18]2[CH:19]=[CH:20][C:21]([S:24]([NH:27][C:28]3[CH:33]=[CH:32][CH:31]=[CH:30][N:29]=3)(=[O:26])=[O:25])=[CH:22][CH:23]=2)=[CH:15][C:7]=1[C:8]([O:10][CH2:11][CH:12]([CH3:13])[CH3:14])=[O:9] |f:4.5.6|. Reported procedure: Palladium (II) acetate (0.15 g, 0.67 mmol) was added to a stirred solution of isobutyl 5-ethenyl-2-hydroxybenzoate (6.6 g, 30 mmol) and 4-iodo-N-2-pyridinylbenzenesulfonamide (10.8 g, 30 mmol) in dimethylacetamide (40 ml) and tributylamine (10 ml, 42 mmol) at 95° C. After 100 min. the solution was filtered and evaporated at 50°-60° C. (bath temp.) until solid material appeared. The mixture was diluted with isopropanol (0.5 1) and chilled in a freezer. The product was filtered off to yield 7.1g (... The reactants are CCC(=CC(C)=O)c1ccc(C2CCCCC2)cc1, CCC(=CC(C)=O)c1ccc(C2CCCCC2)cc1. Yields the product CCC(CC(C)=O)c1ccc(C2CCCCC2)cc1. As a reaction SMILES: [CH:1]1([c:7]2[cH:8][cH:9][c:10]([C:13](=[CH:14][C:15]([CH3:16])=[O:17])[CH2:18][CH3:19])[cH:11][cH:12]2)[CH2:2][CH2:3][CH2:4][CH2:5][CH2:6]1.[CH:20]1([c:21]2[cH:22][cH:23][c:24]([C:25]([CH2:26][CH3:27])=[CH:28][C:29](=[O:30])[CH3:31])[cH:32][cH:33]2)[CH2:34][CH2:35][CH2:36][CH2:37][CH2:38]1>>[CH:1]1([c:7]2[cH:8][cH:9][c:10]([CH:13]([CH2:14][C:15]([CH3:16])=[O:17])[CH2:18][CH3:19])[cH:11][cH:12]2)[CH2:2][CH2:3][CH2:4][CH2:5][CH2:6]1. Reactants: C1(CCCCC1)N=C=NC1CCCCC1 (dicyclohexylcarbodiimide), NC[C@@H]1[C@@H]([C@@H]([C@H]([C@H](SCCCCCCO[C@@H]2CC3=CC[C@H]4[C@@H]5CC[C@H]([C@@H](CCCC(C)C)C)[C@]5(CC[C@@H]4[C@]3(CC2)C)C)O1)O)O)O (6-(5-cholesten-3β-yloxy)hexyl 6-amino-6-deoxy-1-thio-β-D-galactopyranoside), C(CCCCCCC\C=C/CCCCCCCC)(=O)O (oleic acid). Run in C(Cl)(Cl)Cl (chloroform), C(Cl)(Cl)Cl (chloroform). Reaction conditions: time 3 hour. The product is C(CCCCCCC\C=C/CCCCCCCC)(=O)NC[C@@H]1[C@@H]([C@@H]([C@H]([C@H](SCCCCCCO[C@@H]2CC3=CC[C@H]4[C@@H]5CC[C@H]([C@@H](CCCC(C)C)C)[C@]5(CC[C@@H]4[C@]3(CC2)C)C)O1)O)O)O (6-(5-Cholesten-3β-yloxy)hexyl 6-deoxy-6-oleamido-1-thio-β-D-galactopyranoside). Yield: 55.1%. Reaction SMILES: C1(N=C=NC2CCCCC2)CCCCC1.[NH2:16][CH2:17][C@H:18]1[O:58][C@@H:22]([S:23][CH2:24][CH2:25][CH2:26][CH2:27][CH2:28][CH2:29][O:30][C@H:31]2[CH2:55][CH2:54][C@@:53]3([CH3:56])[C:33](=[CH:34][CH2:35][C@@H:36]4[C@@H:52]3[CH2:51][CH2:50][C@@:49]3([CH3:57])[C@H:37]4[CH2:38][CH2:39][C@@H:40]3[C@H:41]([CH3:48])[CH2:42][CH2:43][CH2:44][CH:45]([CH3:47])[CH3:46])[CH2:32]2)[C@H:21]([OH:59])[C@@H:20]([OH:60])[C@H:19]1[OH:61].[C:62](O)(=[O:80])[CH2:63][CH2:64][CH2:65][CH2:66][CH2:67][CH2:68][CH2:69]/[CH:70]=[CH:71]\[CH2:72][CH2:73][CH2:74][CH2:75][CH2:76][CH2:77][CH2:78][CH3:79]>C(Cl)(Cl)Cl>[C:62]([NH:16][CH2:17][C@H:18]1[O:58][C@@H:22]([S:23][CH2:24][CH2:25][CH2:26][CH2:27][CH2:28][CH2:29][O:30][C@H:31]2[CH2:55][CH2:54][C@@:53]3([CH3:56])[C:33](=[CH:34][CH2:35][C@@H:36]4[C@@H:52]3[CH2:51][CH2:50][C@@:49]3([CH3:57])[C@H:37]4[CH2:38][CH2:39][C@@H:40]3[C@H:41]([CH3:48])[CH2:42][CH2:43][CH2:44][CH:45]([CH3:46])[CH3:47])[CH2:32]2)[C@H:21]([OH:59])[C@@H:20]([OH:60])[C@H:19]1[OH:61])(=[O:80])[CH2:63][CH2:64][CH2:65][CH2:66][CH2:67][CH2:68][CH2:69]/[CH:70]=[CH:71]\[CH2:72][CH2:73][CH2:74][CH2:75][CH2:76][CH2:77][CH2:78][CH3:79]. Reported procedure: A solution of dicyclohexylcarbodiimide (106 mg.) in chloroform (5 ml.) is added to a solution of 6-(5-cholesten-3β-yloxy)hexyl 6-amino-6-deoxy-1-thio-β-D-galactopyranoside (309 mg.) and oleic acid (131.5 mg.) in chloroform (20 ml.). After 3 hours at room temperature, the reaction mixture is filtered and washed with water (20 ml.) and methanol (25 ml.). The organic layer is dried and evaporated in vacuo to a syrup which is crystallized from methanol to give the title compound (238 mg., 55%); m.p.... Starting materials: CN(CCNC(C1=CC(=C(C=C1)NCC)[N+](=O)[O-])=O)C (N-(2-dimethylaminoethyl)-4-ethylamino-3-nitrobenzamide), C1(=CC=C(C=C1)S(=O)(=O)[O-])C.C(C1=CC=CC=C1)N1[CH2+](SC(C1=O)=C1SC2=C(N1C)C=CC=C2)SC (3-benzyl-5-(3-methyl-3H-benzothiazol-2-ylidene)-2-methylthio-4-oxo-2-thiazolium p-toluenesulfonate). Product: C(C1=CC=CC=C1)N1C(SC(C1=O)=C1SC2=C(N1C)C=CC=C2)=NC=2C=C(C(=O)NCCN(C)C)C=CC2NCC (3-[3-benzyl-5-(3-methyl-3H-benzothiazol-2-ylidene)-4-oxothiazolidin-2-ylideneamino]-N-(2-dimethylaminoethyl)-4-ethylaminobenzamide). As a reaction SMILES: [CH3:1][N:2]([CH3:20])[CH2:3][CH2:4][NH:5][C:6](=[O:19])[C:7]1[CH:12]=[CH:11][C:10]([NH:13][CH2:14][CH3:15])=[C:9]([N+:16]([O-])=O)[CH:8]=1.C1(C)C=CC(S([O-])(=O)=O)=CC=1.[CH2:32]([N:39]1[C:43](=[O:44])[C:42](=[C:45]2[N:49]([CH3:50])[C:48]3[CH:51]=[CH:52][CH:53]=[CH:54][C:47]=3[S:46]2)[S:41][CH2+:40]1SC)[C:33]1[CH:38]=[CH:37][CH:36]=[CH:35][CH:34]=1>>[CH2:32]([N:39]1[C:43](=[O:44])[C:42](=[C:45]2[N:49]([CH3:50])[C:48]3[CH:51]=[CH:52][CH:53]=[CH:54][C:47]=3[S:46]2)[S:41][C:40]1=[N:16][C:9]1[CH:8]=[C:7]([CH:12]=[CH:11][C:10]=1[NH:13][CH2:14][CH3:15])[C:6]([NH:5][CH2:4][CH2:3][N:2]([CH3:20])[CH3:1])=[O:19])[C:33]1[CH:34]=[CH:35][CH:36]=[CH:37][CH:38]=1 |f:1.2|. Reported procedure: In a manner similar to Example 30, intermediate N-(2-dimethylaminoethyl)-4-ethylamino-3-nitrobenzamide was hydrogenated and then condensed with 3-benzyl-5-(3-methyl-3H-benzothiazol-2-ylidene)-2-methylthio-4-oxo-2-thiazolium p-toluenesulfonate to afford the title compound. Reactants: culture solution, P(=O)([O-])([O-])[O-] (phosphate), [C@@H]1([C@H](O)[C@H](O)[C@@H](CO)O1)N1C(=O)NC(=O)C=C1C(=O)O (orotidine), N1N=C(N=C1)C(=O)N (1,2,4-triazole-3-carboxamide). Conditions: time 5 hour. The product is C1=NC(=NN1[C@H]2[C@@H]([C@@H]([C@H](O2)CO)O)O)C(=O)N (ribavirin). As a reaction SMILES: P([O-])([O-])([O-])=O.[C@@H:6]1(N2C(C(O)=O)=CC(=O)NC2=O)[O:14][C@H:11]([CH2:12][OH:13])[C@@H:9]([OH:10])[C@H:7]1[OH:8].[NH:26]1[CH:30]=[N:29][C:28]([C:31]([NH2:33])=[O:32])=[N:27]1>>[CH:30]1[N:26]([C@@H:6]2[O:14][C@H:11]([CH2:12][OH:13])[C@@H:9]([OH:10])[C@H:7]2[OH:8])[N:27]=[C:28]([C:31]([NH2:33])=[O:32])[N:29]=1. Procedure details: The whole amount of washed cells (corresponding to 5 ml of the culture solution) of microorganisms shown in Table 2 prepared by culturing them in a manner similar to Example 1 was added to 5 ml of 0.3 M phosphate buffer (adjusted final pH to 7.0) containing 50 mM of orotidine or orotidic acid and 50 mM of 1,2,4-triazole-3-carboxamide followed by reacting at 60° C. for 5 hours. The concentration of ribavirin produced in each reaction solution was measured by a known method using high performance ...